The task is: describe an organic reaction: reactants, conditions, products, and yield. This data is from the Open Reaction Database (ORD), a public repository of structured organic reaction records. Starting materials: C(C)(=O)OC1CN(CCC1Br)C([C@@H](NC(=O)OC(C)(C)C)C(C)C)=O (3-acetoxy-4-bromo-N—(N-BOC-valyl)-piperidine), C1CCC2=NCCCN2CC1 (DBU). Solvent: C1(=CC=CC=C1)C (toluene). The product is C(C)(=O)OC1CN(CC=C1)C([C@H](NC(=O)OC(C)(C)C)C(C)C)=O (3-Acetoxy-N—(N-BOC-(R)-valyl)-1,2,3,6-tetrahydropyridine). Reaction SMILES: [C:1]([O:4][CH:5]1[CH:10](Br)[CH2:9][CH2:8][N:7]([C:12](=[O:25])[C@H:13]([CH:22]([CH3:24])[CH3:23])[NH:14][C:15]([O:17][C:18]([CH3:21])([CH3:20])[CH3:19])=[O:16])[CH2:6]1)(=[O:3])[CH3:2].C1CCN2C(=NCCC2)CC1>C1(C)C=CC=CC=1>[C:1]([O:4][CH:5]1[CH:10]=[CH:9][CH2:8][N:7]([C:12](=[O:25])[C@@H:13]([CH:22]([CH3:23])[CH3:24])[NH:14][C:15]([O:17][C:18]([CH3:20])([CH3:19])[CH3:21])=[O:16])[CH2:6]1)(=[O:3])[CH3:2]. Reported procedure: 1.684 g of 3-acetoxy-4-bromo-N—(N-BOC-valyl)-piperidine dissolved in 4 ml of toluene are treated with 4 ml of DBU in a sealed tube and heated to 90°. The mixture obtained is treated with EE, extracted with aqueous HCl, washed and from the organic phase obtained solvent is evaporated. 3-Acetoxy-N—(N-BOC-(R)-valyl)-1,2,3,6-tetrahydropyridine is obtained. Starting materials: CN(C)C=O (DMF), ClCC1=NN=C(O1)C1=CC=C(C=C1)C1=CC(=CC=C1C)C(=O)NC1CC1 (4′-[5-(chloromethyl)-1,3,4-oxadiazol-2-yl]-N-cyclopropyl-6-methyl-1,1′-biphenyl-3-carboxamide), ClCC1=NN=C(O1)C1=CC=C(C=C1)C1=CC(=CC=C1C)C(=O)NC1CC1 (4′-[5-(chloromethyl)-1,3,4-oxadiazol-2-yl]-N-cyclopropyl-6-methyl-1,1′-biphenyl-3-carboxamide), [I-].[K+] (potassium iodide), N1CCSCC1 (thiomorpholine). The product is C1(CC1)NC(=O)C=1C=C(C(=CC1)C)C1=CC=C(C=C1)C=1OC(=NN1)CN1CCSCC1 (N-Cyclopropyl-6-methyl-4′-[5-(thiomorpholin-4-ylmethyl)-1,3,4-oxadiazol-2-yl]-1,1′-biphenyl-3-carboxamide). RXN SMILES: Cl[CH2:2][C:3]1[O:7][C:6]([C:8]2[CH:13]=[CH:12][C:11]([C:14]3[C:19]([CH3:20])=[CH:18][CH:17]=[C:16]([C:21]([NH:23][CH:24]4[CH2:26][CH2:25]4)=[O:22])[CH:15]=3)=[CH:10][CH:9]=2)=[N:5][N:4]=1.[I-].[K+].CN(C=O)C.[NH:34]1[CH2:39][CH2:38][S:37][CH2:36][CH2:35]1>>[CH:24]1([NH:23][C:21]([C:16]2[CH:15]=[C:14]([C:11]3[CH:12]=[CH:13][C:8]([C:6]4[O:7][C:3]([CH2:2][N:34]5[CH2:39][CH2:38][S:37][CH2:36][CH2:35]5)=[N:4][N:5]=4)=[CH:9][CH:10]=3)[C:19]([CH3:20])=[CH:18][CH:17]=2)=[O:22])[CH2:26][CH2:25]1 |f:1.2|. Procedure: 4′-[5-(Chloromethyl)-1,3,4-oxadiazol-2-yl]-N-cyclopropyl-6-methyl-1,1′-biphenyl-3-carboxamide (Intermediate 45) (37 mg) and potassium iodide (5 mg) were mixed in thiomorpholine (2 ml) and DMF (2 ml) and the reaction stirred at room temperature for 18 hours. The solvents were evaporated under vacuum and the residue purified by bond-elut (silica), eluting with an ethyl acetate/cyclohexane gradient. After evaporation of the solvent this gave N-cyclopropyl-6-methyl-4′-[5-(thiomorpholin-4-ylmethyl)-1... Starting materials: C([O-])([O-])=O.[K+].[K+] (potassium carbonate), FC1=CC=C2C(C(C=NC2=C1)S(=O)C)=O (7-Fluoro-3-methylsulphinyl-4-quinolone), S(=O)(=O)(OC)OC (dimethyl sulphate). Run in CC(CC)=O (butanone). The product is FC1=CC=C2C(C(=CN(C2=C1)C)S(=O)C)=O (7-fluoro-1-methyl-3-methylsulphinyl-4-quinolone). RXN SMILES: [F:1][C:2]1[CH:11]=[C:10]2[C:5]([C:6](=[O:15])[CH:7]([S:12]([CH3:14])=[O:13])[CH:8]=[N:9]2)=[CH:4][CH:3]=1.[C:16](=O)([O-])[O-].[K+].[K+].S(OC)(OC)(=O)=O>CC(=O)CC>[F:1][C:2]1[CH:11]=[C:10]2[C:5]([C:6](=[O:15])[C:7]([S:12]([CH3:14])=[O:13])=[CH:8][N:9]2[CH3:16])=[CH:4][CH:3]=1 |f:1.2.3|. Reported procedure: 7-Fluoro-3-methylsulphinyl-4-quinolone (5.0 g.) was dissolved in hot butanone (250 ml.) containing anhydrous potassium carbonate (3.06 g.). The resulting suspension was stirred and treated dropwise with dimethyl sulphate (2.09 ml.). The mixture was stirred and boiled under reflux for 1 hour and filtered while hot. The filtrate was allowed to cool, giving a crystalline product. The product was collected and dried to give 7-fluoro-1-methyl-3-methylsulphinyl-4-quinolone, m.p. 226°-8°.